This data is from the Open Reaction Database (ORD), a public repository of structured organic reaction records. The task is: describe an organic reaction: reactants, conditions, products, and yield Reactants: O1C(OCCC1)CCC(=O)C=1C(C(C2=CC(=C(C=C2C1O)Cl)Cl)(C)C)=O (3-(3-(1,3-dioxan-2-yl)propanoyl)-6,7-dichloro-4-hydroxy-1,1-dimethylnaphthalen-2(1H)-one). Solvent: O (water), C(C)(=O)O.O (acetic acid water), O (water), O (water). Reaction conditions: temperature 95 celsius, time 1 hour. Yields the product ClC=1C=C2C(C(C(=C(C2=CC1Cl)O)C(CCC=O)=O)=O)(C)C (4-(6,7-dichloro-1-hydroxy-4,4-dimethyl-3-oxo-3,4-dihydronaphthalen-2-yl)-4-oxobutanal). Isolated yield 99.2%. As a reaction SMILES: [O:1]1CCCO[CH:2]1[CH2:7][CH2:8][C:9]([C:11]1[C:12](=[O:26])[C:13]([CH3:25])([CH3:24])[C:14]2[C:19]([C:20]=1[OH:21])=[CH:18][C:17]([Cl:22])=[C:16]([Cl:23])[CH:15]=2)=[O:10]>C(O)(=O)C.O.O>[Cl:23][C:16]1[CH:15]=[C:14]2[C:19](=[CH:18][C:17]=1[Cl:22])[C:20]([OH:21])=[C:11]([C:9](=[O:10])[CH2:8][CH2:7][CH:2]=[O:1])[C:12](=[O:26])[C:13]2([CH3:25])[CH3:24] |f:1.2|. Procedure details: A mixture of 3-(3-(1,3-dioxan-2-yl)propanoyl)-6,7-dichloro-4-hydroxy-1,1-dimethylnaphthalen-2(1H)-one (0.26 g, 0.65 mmol) in 25 mL acetic acid/water (4:1) was warmed to 95° C. and stirred for 1 hour. The mixture was treated with 10 mL water and stirred at 95° C. for another 30 minutes. The reaction mixture was diluted with 20 mL water and cooled to room temperature. The resulting mixture was then diluted with 200 mL additional water. The precipitate that formed was filtered and washed with 20 mL... Reactants: ClC=1C=C(C=C(C1)Cl)C1(C=C(N(O1)C)C1=CC(=C(C=C1)CO)C)C(F)(F)F ({4-[5-(3,5-Dichloro-phenyl)-2-methyl-5-trifluoromethyl-2,5-dihydro-isoxazol-3-yl]-2-methyl-phenyl}-methanol), S(=O)(Cl)Cl (Thionylchloride). The reagents and catalysts are CN(C=O)C (N,N-dimethylformamide). The solvent is ClCCl (dichloromethane). Reaction conditions: time 3 hour. Product: ClCC1=C(C=C(C=C1)C=1N(OC(C1)(C(F)(F)F)C1=CC(=CC(=C1)Cl)Cl)C)C (3-(4-chloromethyl-3-methyl-phenyl)-5-(3,5-dichloro-phenyl)-2-methyl-5-trifluoromethyl-2,5-dihydro-isoxazole), product. The yield is 99.0%. As a reaction SMILES: [Cl:1][C:2]1[CH:3]=[C:4]([C:9]2([C:24]([F:27])([F:26])[F:25])[O:13][N:12]([CH3:14])[C:11]([C:15]3[CH:20]=[CH:19][C:18]([CH2:21]O)=[C:17]([CH3:23])[CH:16]=3)=[CH:10]2)[CH:5]=[C:6]([Cl:8])[CH:7]=1.S(Cl)([Cl:30])=O>ClCCl.CN(C)C=O>[Cl:30][CH2:21][C:18]1[CH:19]=[CH:20][C:15]([C:11]2[N:12]([CH3:14])[O:13][C:9]([C:4]3[CH:3]=[C:2]([Cl:1])[CH:7]=[C:6]([Cl:8])[CH:5]=3)([C:24]([F:27])([F:26])[F:25])[CH:10]=2)=[CH:16][C:17]=1[CH3:23]. Procedure details: 690 mg of {4-[5-(3,5-Dichloro-phenyl)-2-methyl-5-trifluoromethyl-2,5-dihydro-isoxazol-3-yl]-2-methyl-phenyl}-methanol was dissolved in 20 ml dichloromethane and one drop of N,N-dimethylformamide was then added. Thionylchloride (216 mg) was then added very slowly at room temperature. The mixture turned slight yellow before the end of the addition. The mixture was stirred for 3 hours at ambient temperature and then evaporated to dryness. The residue was dissolved in diethylether, washed with aqueo... The product is COC(=O)c1nn2c(c1O)C(=O)N(Cc1ccc(F)cc1)CC2. Starting materials: COC(=O)c1nn2c(c1OCc1ccccc1)C(=O)N(Cc1ccc(F)cc1)CC2, CO, [H][H]. As a reaction SMILES: [CH2:1]([c:2]1[cH:3][cH:4][cH:5][cH:6][cH:7]1)[O:8][c:9]1[c:10]([C:27](=[O:28])[O:29][CH3:30])[n:11][n:12]2[c:13]1[C:14](=[O:26])[N:15]([CH2:18][c:19]1[cH:20][cH:21][c:22]([F:25])[cH:23][cH:24]1)[CH2:16][CH2:17]2.[CH3:33][OH:34].[H:31][H:32]>>[OH:8][c:9]1[c:10]([C:27](=[O:28])[O:29][CH3:30])[n:11][n:12]2[c:13]1[C:14](=[O:26])[N:15]([CH2:18][c:19]1[cH:20][cH:21][c:22]([F:25])[cH:23][cH:24]1)[CH2:16][CH2:17]2.